This data is from the Open Reaction Database (ORD), a public repository of structured organic reaction records. The task is: describe an organic reaction: reactants, conditions, products, and yield Starting materials: NC1=C(C=C(C=C1N)F)C(F)(F)F (2,3-diamino-5-fluorobenzotrifluoride), O.O.C(C(=O)O)(=O)O (oxalic acid dihydrate), crude product. Solvent: Cl (HCl), [OH-].[Na+] (NaOH). The product is FC1=CC(=C2NC(C(NC2=C1)=O)=O)C(F)(F)F (7-Fluoro-5-trifluoromethyl-1,4-dihydro-2,3-quinoxalinedione). The yield is 58.3%. RXN SMILES: [NH2:1][C:2]1[C:7]([NH2:8])=[CH:6][C:5]([F:9])=[CH:4][C:3]=1[C:10]([F:13])([F:12])[F:11].O.O.[C:16](O)(=[O:20])[C:17](O)=[O:18]>Cl.[OH-].[Na+]>[F:9][C:5]1[CH:6]=[C:7]2[C:2]([NH:1][C:16](=[O:20])[C:17](=[O:18])[NH:8]2)=[C:3]([C:10]([F:13])([F:11])[F:12])[CH:4]=1 |f:1.2.3,5.6|. Reported procedure: A mixture of 2,3-diamino-5-fluorobenzotrifluoride (148 mg, 0.76 mmol) and oxalic acid dihydrate (96 mg, 0.76 mmol, used as received) in 4N HCl (2 mL) was refluxed at 120°-5° C. for 3 h, then cooled to room temperature. The mixture was centrifuged and the liquid layer was removed. The yellow solid was washed by cold water (2×2 mL), collected by filtration, and dried at 60° C. for 2 h, affording 120 mg of crude title compound (64%) as a yellow powder. The crude product was dissolved in 1N NaOH (5 ... The reactants are CS(=O)(=O)Cl (Methanesulfonyl chloride), ClCCl (dichloromethane), ClC1=CC=C(C=C1)N1C(OCC1CO)=O (3-(4-chlorophenyl)-2-oxooxazolidin-4-ylmethyl alcohol). Solvent: C(C)N(CC)CC (triethylamine). Conditions: time 2 hour. Product: CS(=O)(=O)OCC1N(C(OC1)=O)C1=CC=C(C=C1)Cl (3-(4-chlorophenyl)-2-oxooxazolidin-4-ylmethyl methanesulfonate). The yield is 91.3%. Reaction SMILES: [CH3:1][S:2](Cl)(=[O:4])=[O:3].ClCCl.[Cl:9][C:10]1[CH:15]=[CH:14][C:13]([N:16]2[CH:20]([CH2:21][OH:22])[CH2:19][O:18][C:17]2=[O:23])=[CH:12][CH:11]=1>C(N(CC)CC)C>[CH3:1][S:2]([O:22][CH2:21][CH:20]1[CH2:19][O:18][C:17](=[O:23])[N:16]1[C:13]1[CH:12]=[CH:11][C:10]([Cl:9])=[CH:15][CH:14]=1)(=[O:4])=[O:3]. Reported procedure: Methanesulfonyl chloride (3.0 g) was added dropwise to a dichloromethane (50 ml) solution of 5.30 g of 3-(4-chlorophenyl)-2-oxooxazolidin-4-ylmethyl alcohol obtained in Reference Example 17 and 8.5 ml of triethylamine with ice-cooling, and the mixture was stirred at the same temperature for 2 hours. The reaction mixture was washed with water, dried with magnesium sulfate and filtered. The filtrate was concentrated under reduced pressure. The residue was subjected to silica gel column chromatogra... The reactants are BrC1=CC=C(C=C1)[C@H](C)N1C(O[C@](CC1)(C1=CC=CC=C1)CC(C)(C)O)=O ((S)-3-((S)-1-(4-bromophenyl)ethyl)-6-(2-hydroxy-2-methylpropyl)-6-phenyl-1,3-oxazinan-2-one), CC(C(=O)OCCCC)(C#C)C (butyl 2,2-dimethylbut-3-ynoate), N(CC)CC (Et2NH). The reagents and catalysts are [Cu]I (CuI), Cl[Pd]([P](C1=CC=CC=C1)(C2=CC=CC=C2)C3=CC=CC=C3)([P](C4=CC=CC=C4)(C5=CC=CC=C5)C6=CC=CC=C6)Cl (PdCl2(PPh3)2). The solvent is CCN(CC)CC (Et3N). Product: OC(C[C@@]1(CCN(C(O1)=O)[C@@H](C)C1=CC=C(C=C1)C#CC(C(=O)OCCCC)(C)C)C1=CC=CC=C1)(C)C (butyl 4-(4-((S)-1-((S)-6-(2-hydroxy-2-methylpropyl)-2-oxo-6-phenyl-1,3-oxazinan-3-yl)ethyl)phenyl)-2,2-dimethylbut-3-ynoate). Yield: 17.6%. RXN SMILES: Br[C:2]1[CH:7]=[CH:6][C:5]([C@@H:8]([N:10]2[CH2:15][CH2:14][C@:13]([CH2:22][C:23]([OH:26])([CH3:25])[CH3:24])([C:16]3[CH:21]=[CH:20][CH:19]=[CH:18][CH:17]=3)[O:12][C:11]2=[O:27])[CH3:9])=[CH:4][CH:3]=1.[CH3:28][C:29]([CH3:39])([C:37]#[CH:38])[C:30]([O:32][CH2:33][CH2:34][CH2:35][CH3:36])=[O:31].N(CC)CC>[Cu]I.Cl[Pd](Cl)([P](C1C=CC=CC=1)(C1C=CC=CC=1)C1C=CC=CC=1)[P](C1C=CC=CC=1)(C1C=CC=CC=1)C1C=CC=CC=1.CCN(CC)CC>[OH:26][C:23]([CH3:25])([CH3:24])[CH2:22][C@@:13]1([C:16]2[CH:21]=[CH:20][CH:19]=[CH:18][CH:17]=2)[O:12][C:11](=[O:27])[N:10]([C@H:8]([C:5]2[CH:6]=[CH:7][C:2]([C:38]#[C:37][C:29]([CH3:28])([CH3:39])[C:30]([O:32][CH2:33][CH2:34][CH2:35][CH3:36])=[O:31])=[CH:3][CH:4]=2)[CH3:9])[CH2:15][CH2:14]1 |^1:49,68|. Procedure details: A microwave vial was charged with (S)-3-((S)-1-(4-bromophenyl)ethyl)-6-(2-hydroxy-2-methylpropyl)-6-phenyl-1,3-oxazinan-2-one (50 mg, 0.12 mmol), butyl 2,2-dimethylbut-3-ynoate (40 mg, 0.23 mmol), CuI (2.2 mg, 0.012 mmol), PdCl2(PPh3)2 (5 mg, 0.008 mmol), Et3N (2 mL) and Et2NH (0.2 mL). The mixture was sparged with N2 for 10 min and heated at 100 C for 2 h. The mixture was concentrated, redissolved in EtOAc (90 mL), washed with 5% aq HCl (20 mL) and brine (20 mL), and dried over Na2SO4. Removal ... Starting materials: C(C)(C)(C)OC(=O)NCC1CN(CC1)CCN (2-(3-tert-Butoxycarbonylaminomethylpyrrolidin-1-yl)ethylamine), CN=C=O (methyl isocyanate). The solvent is C(Cl)Cl (methylene chloride), C(Cl)Cl (methylene chloride). Reaction conditions: time 1 hour. Product: CNC(NCCN1CC(CC1)CNC(=O)OC(C)(C)C)=O (1-(2-(3-methylureido)ethyl)-3-tert-butoxycarbonylaminomethylpyrrolidine). RXN SMILES: [C:1]([O:5][C:6]([NH:8][CH2:9][CH:10]1[CH2:14][CH2:13][N:12]([CH2:15][CH2:16][NH2:17])[CH2:11]1)=[O:7])([CH3:4])([CH3:3])[CH3:2].[CH3:18][N:19]=[C:20]=[O:21]>C(Cl)Cl>[CH3:18][NH:19][C:20](=[O:21])[NH:17][CH2:16][CH2:15][N:12]1[CH2:13][CH2:14][CH:10]([CH2:9][NH:8][C:6]([O:5][C:1]([CH3:4])([CH3:3])[CH3:2])=[O:7])[CH2:11]1. Reported procedure: 2-(3-tert-Butoxycarbonylaminomethylpyrrolidin-1-yl)ethylamine (1 g) was dissolved in methylene chloride (10 ml) and a solution of methyl isocyanate (0.24 ml) in methylene chloride was dropwise added under ice-cooling. The mixture was stirred at room temperature for 1 hr, and the reaction mixture was concentrated under reduced pressure to give 1-(2-(3-methylureido)ethyl)-3-tert-butoxycarbonylaminomethylpyrrolidine. Reactants: CO, [Na+], [Na+], O=C([O-])[O-], C=CC1OC(C)(C)OC1C(O)COS(=O)(=O)c1ccc(C)cc1. Yields the product C=CC1OC(C)(C)OC1C1CO1. Reaction SMILES: [CH3:30][OH:31].[Na+:24].[Na+:25].[O-:26][C:27](=[O:28])[O-:29].[c:1]1([CH3:2])[cH:3][cH:4][c:5]([S:6]([O:7][CH2:11][CH:12]([CH:13]2[CH:14]([CH:15]=[CH2:16])[O:17][C:18]([CH3:20])([CH3:21])[O:19]2)[OH:22])(=[O:8])=[O:9])[cH:10][cH:23]1>>[CH2:11]1[CH:12]([CH:13]2[CH:14]([CH:15]=[CH2:16])[O:17][C:18]([CH3:20])([CH3:21])[O:19]2)[O:22]1. Product: CC(C)(C)OC(=O)N1C(C(C(=O)N2C(=O)OCC2Cc2ccccc2)c2ccc(Br)cc2)CCC1(C)C. Starting materials: O=C(Cc1ccc(Br)cc1)N1C(=O)OCC1Cc1ccccc1, Cc1ccccc1, COC1CCC(C)(C)N1C(=O)OC(C)(C)C, CCN(C(C)C)C(C)C, ClCCl. As a reaction SMILES: [CH2:8]([c:9]1[cH:10][cH:11][cH:12][cH:13][cH:14]1)[CH:15]1[N:16]([C:21]([CH2:22][c:23]2[cH:24][cH:25][c:26]([Br:29])[cH:27][cH:28]2)=[O:30])[C:17](=[O:20])[O:18][CH2:19]1.[CH3:1][c:2]1[cH:3][cH:4][cH:5][cH:6][cH:7]1.[CH3:40][O:41][CH:42]1[CH2:43][CH2:44][C:45]([CH3:54])([CH3:55])[N:46]1[C:47](=[O:48])[O:49][C:50]([CH3:51])([CH3:52])[CH3:53].[CH:31]([N:32]([CH2:33][CH3:34])[CH:35]([CH3:36])[CH3:37])([CH3:38])[CH3:39].[Cl:56][CH2:57][Cl:58]>>[CH2:8]([c:9]1[cH:10][cH:11][cH:12][cH:13][cH:14]1)[CH:15]1[N:16]([C:21]([CH:22]([c:23]2[cH:24][cH:25][c:26]([Br:29])[cH:27][cH:28]2)[CH:42]2[CH2:43][CH2:44][C:45]([CH3:54])([CH3:55])[N:46]2[C:47](=[O:48])[O:49][C:50]([CH3:51])([CH3:52])[CH3:53])=[O:30])[C:17](=[O:20])[O:18][CH2:19]1.